This data is from the Open Reaction Database (ORD), a public repository of structured organic reaction records. The task is: describe an organic reaction: reactants, conditions, products, and yield The reactants are [N+](=O)([O-])C=1C=NC2=CC=CC=C2C1NCCC(=O)OCC (Ethyl N-(3-nitroquinolin-4-yl)-β-alaninate). The reagents and catalysts are [Pt] (platinum on carbon). Reaction conditions: time 8 hour. The product is NC=1C=NC2=CC=CC=C2C1NCCC(=O)OCC (ethyl N-(3-aminoquinolin-4-yl)-β-alaninate). Yield: 94.3%. RXN SMILES: [N+:1]([C:4]1[CH:5]=[N:6][C:7]2[C:12]([C:13]=1[NH:14][CH2:15][CH2:16][C:17]([O:19][CH2:20][CH3:21])=[O:18])=[CH:11][CH:10]=[CH:9][CH:8]=2)([O-])=O>[Pt]>[NH2:1][C:4]1[CH:5]=[N:6][C:7]2[C:12]([C:13]=1[NH:14][CH2:15][CH2:16][C:17]([O:19][CH2:20][CH3:21])=[O:18])=[CH:11][CH:10]=[CH:9][CH:8]=2. Procedure details: Ethyl N-(3-nitroquinolin-4-yl)-β-alaninate (50.0 g, 173 mmol) was hydrogenated in the presence of 5% platinum on carbon (1.0 g) according to the method described in Part C of Example 1. The reaction was allowed to proceed overnight under hydrogen pressure (40 psi, 2.8×105 Pa) and then subjected to the work-up procedure to provide 42.3 g of ethyl N-(3-aminoquinolin-4-yl)-β-alaninate. Reactants: [Mg] (Magnesium), BrCCC1=CC=CC=C1 ((2-bromoethyl) benzene), N=1C=C(N2C1SC1=C2CCCCCC1)C=O (5,6,7,8,9,10-Hexahydro-cyclooct[d]imidazo[2,1-b]thiazole-3-carboxaldehyde), Grignard reagent. Solvent: C1CCOC1 (THF). The product is C1(=CC=CC=C1)CCC(O)C1=CN=C2SC3=C(N21)CCCCCC3 (5,6,7,8,9,10-Hexahydro-α-(2-phenylethyl)cyclooct[d]imidazo-[2,1-b]thiazole-3-methanol). Yield: 77.7%. RXN SMILES: [Mg].Br[CH2:3][CH2:4][C:5]1[CH:10]=[CH:9][CH:8]=[CH:7][CH:6]=1.[N:11]1[CH:12]=[C:13]([CH:25]=[O:26])[N:14]2[C:18]3[CH2:19][CH2:20][CH2:21][CH2:22][CH2:23][CH2:24][C:17]=3[S:16][C:15]=12>C1COCC1>[C:5]1([CH2:4][CH2:3][CH:25]([C:13]2[N:14]3[C:15]([S:16][C:17]4[CH2:24][CH2:23][CH2:22][CH2:21][CH2:20][CH2:19][C:18]=43)=[N:11][CH:12]=2)[OH:26])[CH:10]=[CH:9][CH:8]=[CH:7][CH:6]=1. Procedure: Magnesium (0.29 g) in THF (70 mL) was treated with (2-bromoethyl) benzene (2.22 g) and the Grignard reagent was generated during 24 hours. Solid 5,6,7,8,9,10-Hexahydro-cyclooct[d]imidazo[2,1-b]thiazole-3-carboxaldehyde (Formula H-6) (0.70 g) was added, reacted for 2.5 hours and the supernate was decanted into 5% ammonium chloride solution. The precipitated 5,6,7,8,9,10-Hexahydro-α-(2-phenylethyl)cyclooct[d]imidazo-[2,1-b]-thiazole-3-methanol (Formula H-7) was extracted into ethyl acetate, the ex... Reactants: C(C1=CC=CC=C1)C(C(C=CC1=CC=CC=C1)=O)C(C=CC1=CC=CC=C1)=O (4-Benzyl-1,7-diphenyl-1,6-heptadiene-3,5-dione), CCCCCC (Hexane). Reagents/catalysts: [Pd] (palladium on activated carbon). Run in C(C)(=O)OCC (ethyl acetate). Product: C(C1=CC=CC=C1)C(C(CCC1=CC=CC=C1)=O)C(CCC1=CC=CC=C1)=O (4-Benzyl-1,7-diphenylheptane-3,5-dione). The yield is 69.4%. As a reaction SMILES: [CH2:1]([CH:8]([C:19](=[O:28])[CH:20]=[CH:21][C:22]1[CH:27]=[CH:26][CH:25]=[CH:24][CH:23]=1)[C:9](=[O:18])[CH:10]=[CH:11][C:12]1[CH:17]=[CH:16][CH:15]=[CH:14][CH:13]=1)[C:2]1[CH:7]=[CH:6][CH:5]=[CH:4][CH:3]=1.CCCCCC>[Pd].C(OCC)(=O)C>[CH2:1]([CH:8]([C:9](=[O:18])[CH2:10][CH2:11][C:12]1[CH:17]=[CH:16][CH:15]=[CH:14][CH:13]=1)[C:19](=[O:28])[CH2:20][CH2:21][C:22]1[CH:23]=[CH:24][CH:25]=[CH:26][CH:27]=1)[C:2]1[CH:3]=[CH:4][CH:5]=[CH:6][CH:7]=1. Procedure details: 4-Benzyl-1,7-diphenyl-1,6-heptadiene-3, 5-dione (9b, 0.26 g, 0.7 mmol) and palladium on activated carbon (0.25 g, 10%) were combined in ethyl acetate (50 ml). The mixture was placed under a hydrogen atmosphere (60 psi) on a Parr apparatus for 2 hr at room temperature. The resulting mixture was filtered through celite and the filtrate was washed with saturated sodium chloride, dried over magnesium sulfate, filtered and evaporated to afford an oil. Hexane was added to the crude oil and the resulti... Reactants: O=C([O-])[O-], Cc1c(C(=O)O)ccc(S(C)(=O)=O)c1C1=NOCC1, Oc1ccnn1C1CCCC1, C(=NC1CCCCC1)=NC1CCCCC1, [K+], [K+], C1COCCO1. Yields the product Cc1c(C(=O)c2cnn(C3CCCC3)c2O)ccc(S(C)(=O)=O)c1C1=NOCC1. Reaction SMILES: [C:46](=[O:47])([O-:48])[O-:49].[CH3:27][c:28]1[c:29]([C:30](=[O:31])[OH:32])[cH:33][cH:34][c:35]([S:42](=[O:43])(=[O:44])[CH3:45])[c:36]1[C:37]1=[N:38][O:39][CH2:40][CH2:41]1.[CH:16]1([n:21]2[n:22][cH:23][cH:24][c:25]2[OH:26])[CH2:17][CH2:18][CH2:19][CH2:20]1.[CH:1]1([N:2]=[C:3]=[N:4][CH:5]2[CH2:6][CH2:7][CH2:8][CH2:9][CH2:10]2)[CH2:11][CH2:12][CH2:13][CH2:14][CH2:15]1.[K+:50].[K+:51].[O:52]1[CH2:53][CH2:54][O:55][CH2:56][CH2:57]1>>[CH:16]1([n:21]2[n:22][cH:23][c:24]([C:30]([c:29]3[c:28]([CH3:27])[c:36]([C:37]4=[N:38][O:39][CH2:40][CH2:41]4)[c:35]([S:42](=[O:43])(=[O:44])[CH3:45])[cH:34][cH:33]3)=[O:31])[c:25]2[OH:26])[CH2:17][CH2:18][CH2:19][CH2:20]1.